From a dataset of the Open Reaction Database (ORD), a public repository of structured organic reaction records. describe an organic reaction: reactants, conditions, products, and yield The reactants are ClCCl, Cl, NCc1ccccc1[N+](=O)[O-], CC(CN1CCCC1)N1c2ccccc2Sc2ccc(C(=O)Cl)cc21. The product is CC(CN1CCCC1)N1c2ccccc2Sc2ccc(C(=O)NCc3ccccc3[N+](=O)[O-])cc21. RXN SMILES: [Cl:38][CH2:39][Cl:40].[ClH:1].[N+:27](=[O:28])([O-:29])[c:30]1[c:31]([CH2:32][NH2:33])[cH:34][cH:35][cH:36][cH:37]1.[N:2]1([CH2:7][CH:8]([CH3:9])[N:10]2[c:11]3[cH:12][cH:13][cH:14][cH:15][c:16]3[S:17][c:18]3[cH:19][cH:20][c:21]([C:24](=[O:25])[Cl:26])[cH:22][c:23]32)[CH2:3][CH2:4][CH2:5][CH2:6]1>>[N:2]1([CH2:7][CH:8]([CH3:9])[N:10]2[c:11]3[cH:12][cH:13][cH:14][cH:15][c:16]3[S:17][c:18]3[cH:19][cH:20][c:21]([C:24](=[O:25])[NH:33][CH2:32][c:31]4[c:30]([N+:27](=[O:28])[O-:29])[cH:37][cH:36][cH:35][cH:34]4)[cH:22][c:23]32)[CH2:3][CH2:4][CH2:5][CH2:6]1. Product: NC1=NC=2CCCCC2C2=C1N=C(N2NCCCNC(=O)N2CCOCC2)COCC (N-(3-{[4-amino-2-(ethoxymethyl)-6,7,8,9-tetrahydro-1H-imidazo[4,5-c]quinolin-1-yl]amino}propyl)morpholine-4-carboxamide). The yield is 41.2%. Run at time 17 hour. The reactants are NC1=NC=2C=CC=CC2C2=C1N=C(N2NCCCNC(=O)N2CCOCC2)COCC (N-(3-{[4-amino-2-(ethoxymethyl)-1 H-imidazo[4,5-c]quinolin-1-yl]amino}propyl)morpholine-4-carboxamide), [OH-].[Na+] (NaOH). Procedure: A solution of N-(3-{[4-amino-2-(ethoxymethyl)-1 H-imidazo[4,5-c]quinolin-1-yl]amino}propyl)morpholine-4-carboxamide (0.120 g, 0.281 mmol) in 12 mL of TFA was treated with platinum (IV) oxide (0.064 g, 0.28 mmol). The mixture was placed under an atmosphere of hydrogen (3.8×105 Pa) and shaken at ambient temperature. After 17 h, the reaction mixture was diluted with 15 mL of 4:1 CHCl3:MeOH and then filtered through a pad of CELITE filter agent and rinsed through with portions of 4:1 CHCl3:MeOH (1% ... The reagents and catalysts are [Pt](=O)=O (platinum (IV) oxide). The solvent is C(Cl)(Cl)Cl (CHCl3), C(=O)(C(F)(F)F)O (TFA), O (H2O). RXN SMILES: [NH2:1][C:2]1[C:11]2[N:12]=[C:13]([CH2:28][O:29][CH2:30][CH3:31])[N:14]([NH:15][CH2:16][CH2:17][CH2:18][NH:19][C:20]([N:22]3[CH2:27][CH2:26][O:25][CH2:24][CH2:23]3)=[O:21])[C:10]=2[C:9]2[CH:8]=[CH:7][CH:6]=[CH:5][C:4]=2[N:3]=1.[OH-].[Na+]>C(O)(C(F)(F)F)=O.C(Cl)(Cl)Cl.O.[Pt](=O)=O>[NH2:1][C:2]1[C:11]2[N:12]=[C:13]([CH2:28][O:29][CH2:30][CH3:31])[N:14]([NH:15][CH2:16][CH2:17][CH2:18][NH:19][C:20]([N:22]3[CH2:27][CH2:26][O:25][CH2:24][CH2:23]3)=[O:21])[C:10]=2[C:9]2[CH2:8][CH2:7][CH2:6][CH2:5][C:4]=2[N:3]=1 |f:1.2|.